From a dataset of the Open Reaction Database (ORD), a public repository of structured organic reaction records. describe an organic reaction: reactants, conditions, products, and yield Yield: 94.0%. Solvent: C(C)#N (acetonitrile). RXN SMILES: [NH2:1][C:2]1[CH:7]=[CH:6][C:5]([C:8]2[O:12][CH:11]=[N:10][CH:9]=2)=[C:4]([O:13][CH3:14])[CH:3]=1.[CH:15]1[CH:20]=[CH:19][C:18]([O:21][C:22](OC2C=CC=CC=2)=[N:23][C:24]#[N:25])=[CH:17][CH:16]=1>C(#N)C>[C:18]1([O:21][C:22](=[N:1][C:2]2[CH:7]=[CH:6][C:5]([C:8]3[O:12][CH:11]=[N:10][CH:9]=3)=[C:4]([O:13][CH3:14])[CH:3]=2)[NH:23][C:24]#[N:25])[CH:19]=[CH:20][CH:15]=[CH:16][CH:17]=1. Starting materials: NC1=CC(=C(C=C1)C1=CN=CO1)OC (5-(4-Amino-2-methoxyphenyl)oxazole), C1=CC=C(C=C1)OC(=NC#N)OC2=CC=CC=C2 (diphenyl cyanocarbonimidate). Procedure details: A mixture of 1D (0.200 g, 1.05 mmol) and diphenyl cyanocarbonimidate (0.258 g, 1.05 mmol) in 10 mL of acetonitrile was stirred at reflux for 40 h. As the reaction mixture cooled to room temperature, a yellow solid precipitated out of solution. The volume of solvent was reduced by half, and ether was added. Vacuum filtration afforded 0.330 g (94%) of 15A as a pale yellow solid which was 97% pure by LC/MS (retention time=3.48 min.; M+=335.15. Column: YMC S5 ODS 4.6×5.0 mm Ballistic. Solvent A=10% ... The product is C1(=CC=CC=C1)OC(NC#N)=NC1=CC(=C(C=C1)C1=CN=CO1)OC (N-Cyano-N′-[3-methoxy-4-(5-oxazolyl)phenyl]carbamimidic acid phenyl ester). Reactants: C1(=CC=CC=C1)[C@@H]1N2C(CC[C@H]2CO1)=O ((2R,5S)-2-phenyl-3-oxa-1-azabicyclo(3.3.0)octan-8-one), solution, CI (methyl iodide), ice, [Cl-].[NH4+] (ammonium chloride). Run in C1CCOC1 (THF), C(C)(C)[N-]C(C)C.[Li+] (lithium diisopropylamide), C1CCOC1 (THF). Run at time 30 minute. The product is C[C@H]1C[C@H]2CO[C@@H](N2C1=O)C1=CC=CC=C1 ((2R,5S,7S)-7-methyl-2-phenyl-3-oxa-1-azabicyclo(3.3.0)octan-8-one). Yield: 70.0%. As a reaction SMILES: [C:1]1([C@H:7]2[O:14][CH2:13][C@H:12]3[N:8]2[C:9](=[O:15])[CH2:10][CH2:11]3)[CH:6]=[CH:5][CH:4]=[CH:3][CH:2]=1.[CH3:16]I.[Cl-].[NH4+]>C1COCC1.C([N-]C(C)C)(C)C.[Li+]>[CH3:16][C@@H:10]1[C:9](=[O:15])[N:8]2[C@H:12]([CH2:13][O:14][C@@H:7]2[C:1]2[CH:2]=[CH:3][CH:4]=[CH:5][CH:6]=2)[CH2:11]1 |f:2.3,5.6|. Reported procedure: To a solution of (2R,5S)-2-phenyl-3-oxa-1-azabicyclo(3.3.0)octan-8-one (5.08 g, 25 mmol) in THF (30 ml), lithium diisopropylamide (a 2.0M solution in THF, 13.1 ml, 26.3 mmol) was added dropwise at −78° C. under stirring. After the reaction mixture was stirred at the same temperature for 15 minutes, methyl iodide (7.78 ml, 125 mmol) was added thereto and stirring was conducted further for 30 minutes at −40° C. The reaction mixture was poured in an ice-saturated aqueous solution of ammonium chlori... The reactants are Cl, O, O=C(O)CO, OCc1ccccc1. The product is O=C(CO)OCc1ccccc1. RXN SMILES: [ClH:6].[OH2:7].[OH:1][CH2:2][C:3]([OH:4])=[O:5].[OH:8][CH2:9][c:10]1[cH:11][cH:12][cH:13][cH:14][cH:15]1>>[OH:1][CH2:2][C:3]([O:4][CH2:9][c:10]1[cH:11][cH:12][cH:13][cH:14][cH:15]1)=[O:5]. Starting materials: FC(S(=O)(=O)OC=1C(=CC(=C2C=CC=NC12)Cl)C(C)=O)(F)F (7-Acetyl-5-chloroquinolin-8-yl trifluoromethanesulfonate), N1CCC(CC1)C#N (piperidine-4-carbonitrile), C1=CC=C(C=C1)P(C2=CC=CC=C2)C3=C(C4=CC=CC=C4C=C3)C5=C(C=CC6=CC=CC=C65)P(C7=CC=CC=C7)C8=CC=CC=C8 ((S)-(−)-2,2′-bis(diphenylphosphino)-1,1′-binaphthyl), C([O-])([O-])=O.[Cs+].[Cs+] (cesium carbonate). The reagents and catalysts are C(C)(=O)[O-].[Pd+2].C(C)(=O)[O-] (palladium acetate). Solvent: O1CCCC1 (tetrahydrofuran), ClCCl (dichloromethane). Conditions: temperature 65 celsius. Yields the product C(C)(=O)C1=CC(=C2C=CC=NC2=C1N1CCC(CC1)C#N)Cl (1-(7-Acetyl-5-chloroquinolin-8-yl)piperidine-4-carbonitrile). Isolated yield 6.6%. Reaction SMILES: FC(F)(F)S(O[C:7]1[C:8]([C:18](=[O:20])[CH3:19])=[CH:9][C:10]([Cl:17])=[C:11]2[C:16]=1[N:15]=[CH:14][CH:13]=[CH:12]2)(=O)=O.[NH:23]1[CH2:28][CH2:27][CH:26]([C:29]#[N:30])[CH2:25][CH2:24]1.C1C=CC(P(C2C=CC3C(=CC=CC=3)C=2C2C3C(=CC=CC=3)C=CC=2P(C2C=CC=CC=2)C2C=CC=CC=2)C2C=CC=CC=2)=CC=1.C(=O)([O-])[O-].[Cs+].[Cs+]>O1CCCC1.ClCCl.C([O-])(=O)C.[Pd+2].C([O-])(=O)C>[C:18]([C:8]1[C:7]([N:23]2[CH2:28][CH2:27][CH:26]([C:29]#[N:30])[CH2:25][CH2:24]2)=[C:16]2[C:11]([CH:12]=[CH:13][CH:14]=[N:15]2)=[C:10]([Cl:17])[CH:9]=1)(=[O:20])[CH3:19] |f:3.4.5,8.9.10|. Procedure: A stirred mixture of 7-acetyl-5-chloroquinolin-8-yl trifluoromethanesulfonate (0.12 g, 0.34 mmol, from Example 47, Step 2), piperidine-4-carbonitrile (0.045 g, 0.41 mmol), palladium acetate (1.5 mg, 0.0068 mmol), (S)-(−)-2,2′-bis(diphenylphosphino)-1,1′-binaphthyl (6.3 mg, 0.010 mmol), and cesium carbonate (0.31 g, 0.95 mmol) in tetrahydrofuran (3 mL) was heated at 65° C. overnight. The mixture was cooled, diluted with dichloromethane and filtered. The filtrate was washed with brine, dried over ...